Task: describe an organic reaction: reactants, conditions, products, and yield. Dataset: the Open Reaction Database (ORD), a public repository of structured organic reaction records Reactants: C([O-])([O-])=O.[K+].[K+] (potassium carbonate), CC(C)(C)[O-].[K+] (potassium tert-butylate), BrCCCO (3-bromopropanol), [N+](=O)([O-])C1=CC=C2C=CNC2=C1 (6-nitroindole). The solvent is CN(C=O)C (dimethylformamide), C(C)(=O)OCC (ethyl acetate). Conditions: temperature 80 celsius. Yields the product OCCCN1C=CC2=CC=C(C=C12)[N+](=O)[O-] (1-(3-Hydroxypropyl)-6-nitroindole). Reaction SMILES: CC([O-])(C)C.[K+].Br[CH2:8][CH2:9][CH2:10][OH:11].[N+:12]([C:15]1[CH:23]=[C:22]2[C:18]([CH:19]=[CH:20][NH:21]2)=[CH:17][CH:16]=1)([O-:14])=[O:13].C(=O)([O-])[O-].[K+].[K+]>CN(C)C=O.C(OCC)(=O)C>[OH:11][CH2:10][CH2:9][CH2:8][N:21]1[C:22]2[C:18](=[CH:17][CH:16]=[C:15]([N+:12]([O-:14])=[O:13])[CH:23]=2)[CH:19]=[CH:20]1 |f:0.1,4.5.6|. Reported procedure: 0.13 mol of potassium tert-butylate and 0.13 mol of 3-bromopropanol are added to a solution of 0.11 mol of 6-nitroindole in 400 ml of dimethylformamide. The reaction mixture is heated at 80° C. for 3 hours. After cooling, 300 ml of a 10% potassium carbonate solution are added, and the mixture is diluted with ethyl acetate. After decanting, the aqueous phase is extracted with dichloromethane, and the combined organic phases are then concentrated and purified by chromatography on silica gel to yie... Starting materials: FC1=C(C=C(C(=C1)Cl)O)[N+](=O)[O-] (2-fluoro-4-chloro-5-hydroxynitrobenzene), C([O-])([O-])=O.[K+].[K+] (potassium carbonate), C1(=CC=C(C=C1)S(=O)(=O)OC1CCCC1)C (Cyclopentyl p-toluenesulfonate). The solvent is C(C)#N (acetonitrile). Conditions: time 2 hour. The product is FC1=C(C=C(C(=C1)Cl)OC1CCCC1)[N+](=O)[O-] (2-fluoro-4-chloro-5-cyclopentyloxynitrobenzene). The yield is 92.5%. Reaction SMILES: [F:1][C:2]1[CH:7]=[C:6]([Cl:8])[C:5]([OH:9])=[CH:4][C:3]=1[N+:10]([O-:12])=[O:11].C(=O)([O-])[O-].[K+].[K+].C1(C)C=CC(S(O[CH:29]2[CH2:33][CH2:32][CH2:31][CH2:30]2)(=O)=O)=CC=1>C(#N)C>[F:1][C:2]1[CH:7]=[C:6]([Cl:8])[C:5]([O:9][CH:29]2[CH2:33][CH2:32][CH2:31][CH2:30]2)=[CH:4][C:3]=1[N+:10]([O-:12])=[O:11] |f:1.2.3|. Procedure: A solution of 2-fluoro-4-chloro-5-hydroxynitrobenzene (7.1 g, 37.1 mmol) and potassium carbonate (5.1 g, 37.1 mmol) in acetonitrile (300 ml) was stirred for 2 hours at a refluxing temperature. Cyclopentyl p-toluenesulfonate (10.3 g, 40.8 mmol) was added thereto, followed by stirring further for 2 hours under refluxing. After completion of the reaction, the solvent was distilled off under reduced pressure from the reaction mixture, in hydrochloric acid (300 ml) was added thereto, and the mixture ...